This data is from the Open Reaction Database (ORD), a public repository of structured organic reaction records. The task is: describe an organic reaction: reactants, conditions, products, and yield The reactants are COC(=O)CBr, O=C([O-])[O-], CN(C)C=O, ClCCl, [K+], [K+], N#Cc1cc(O)cc(-c2nc(-c3ccccn3)no2)c1. Product: COC(=O)COc1cc(C#N)cc(-c2nc(-c3ccccn3)no2)c1. As a reaction SMILES: [Br:27][CH2:28][C:29](=[O:30])[O:31][CH3:32].[C:21](=[O:22])([O-:23])[O-:24].[CH3:33][N:34]([CH3:35])[CH:36]=[O:37].[Cl:38][CH2:39][Cl:40].[K+:25].[K+:26].[n:1]1[c:2](-[c:7]2[n:8][o:9][c:10](-[c:12]3[cH:13][c:14]([C:19]#[N:20])[cH:15][c:16]([OH:18])[cH:17]3)[n:11]2)[cH:3][cH:4][cH:5][cH:6]1>>[n:1]1[c:2](-[c:7]2[n:8][o:9][c:10](-[c:12]3[cH:13][c:14]([C:19]#[N:20])[cH:15][c:16]([O:18][CH2:28][C:29](=[O:30])[O:31][CH3:32])[cH:17]3)[n:11]2)[cH:3][cH:4][cH:5][cH:6]1. Reactants: OC=1C=CC2=C(OC(OC2=O)(C)C)C1 (7-hydroxy-2,2-dimethyl-4H-1,3-benzodioxin-4-one), C(CCC)P(CCCC)CCCC (tri-n-butylphosphine), C(CCC)C1=CC=C(C=C1)C#CC1=CC=C(C=C1)C(CCCC)O (1-{4-[(4-butylphenyl)ethynyl]phenyl}-1-pentanol). The solvent is C1(=CC=CC=C1)C (toluene). Reaction conditions: temperature 0 celsius, time 10 minute. Yields the product C(CCC)C1=CC=C(C=C1)C#CC1=CC=C(C=C1)C(CCCC)OC=1C=CC2=C(OC(OC2=O)(C)C)C1 (7-[(1-{4-[(4-butylphenyl)ethynyl]phenyl}pentyl)oxy]-2,2-dimethyl-4H-1,3-benzodioxin-4-one). Isolated yield 63.8%. Reaction SMILES: [OH:1][C:2]1[CH:3]=[CH:4][C:5]2[C:10](=[O:11])[O:9][C:8]([CH3:13])([CH3:12])[O:7][C:6]=2[CH:14]=1.C(P(CCCC)CCCC)CCC.[CH2:28]([C:32]1[CH:37]=[CH:36][C:35]([C:38]#[C:39][C:40]2[CH:45]=[CH:44][C:43]([CH:46](O)[CH2:47][CH2:48][CH2:49][CH3:50])=[CH:42][CH:41]=2)=[CH:34][CH:33]=1)[CH2:29][CH2:30][CH3:31]>C1(C)C=CC=CC=1>[CH2:28]([C:32]1[CH:37]=[CH:36][C:35]([C:38]#[C:39][C:40]2[CH:45]=[CH:44][C:43]([CH:46]([O:1][C:2]3[CH:3]=[CH:4][C:5]4[C:10](=[O:11])[O:9][C:8]([CH3:12])([CH3:13])[O:7][C:6]=4[CH:14]=3)[CH2:47][CH2:48][CH2:49][CH3:50])=[CH:42][CH:41]=2)=[CH:34][CH:33]=1)[CH2:29][CH2:30][CH3:31]. Procedure: A solution of 7-hydroxy-2,2-dimethyl-4H-1,3-benzodioxin-4-one (363 mg, 1.87 mmol, described in J. Chem. Soc., Perkin Trans. 1, 2000, 4265-4278) and tri-n-butylphosphine (378 mg, 1.87 mmol) in anhydrous toluene (10 mL) was chilled at 0° C. To this solution was added N,N,N′,N′-tetramiethylazodicarboxamide (322 mg, 1.87 mmol) at once and the resulting reaction mixture was stirred 10 min at 0° C. Then 1-{4-[(4-butylphenyl)ethynyl]phenyl}-1-pentanol (461.5 mg; 1.44 mmol; 1.0 eq.) was added and the re... Starting materials: FC1=NC(=CC=C1)S(=O)(=O)C1=CC=CC=C1 (2-Fluoro-6-phenylsulfonylpyridine), C(CCCCCCC)OC1=CC=C(C=C1)[Mg]Br (4-octyloxyphenylmagnesium bromide), 2C, unpurified product. Solvent: C1CCOC1 (THF), C1CCOC1 (THF). Conditions: time 2 hour. The product is C(CCCCCCC)OC1=CC=C(C=C1)C1=NC(=CC=C1)F (2-(4-Octyloxyphenyl)-6-fluoropyridine). As a reaction SMILES: [CH2:1]([O:9][C:10]1[CH:15]=[CH:14][C:13]([Mg]Br)=[CH:12][CH:11]=1)[CH2:2][CH2:3][CH2:4][CH2:5][CH2:6][CH2:7][CH3:8].[F:18][C:19]1[CH:24]=[CH:23][CH:22]=[C:21](S(C2C=CC=CC=2)(=O)=O)[N:20]=1>C1COCC1>[CH2:1]([O:9][C:10]1[CH:15]=[CH:14][C:13]([C:21]2[CH:22]=[CH:23][CH:24]=[C:19]([F:18])[N:20]=2)=[CH:12][CH:11]=1)[CH2:2][CH2:3][CH2:4][CH2:5][CH2:6][CH2:7][CH3:8]. Procedure details: A mixture of 0.06 mol of 4-octyloxyphenylmagnesium bromide (prepared from 0.06 mol of 4-octyloxybromobenzene and 0.06 mol of 4-octyloxybromobenzene and 0.06 mol of magnesium) and 25 ml of THF is added at 30°-40° C. to a mixture of 0.05 mol of 2A and 15 ml of THF. The mixture is stirred at room temperature for 2 hours and subjected to customary work-up. The unpurified product is processed further in accordance with 2C. Starting materials: C(C)(C)(C)OC(=O)N1C[C@H]2CC3=CC(=C(N=C3N2[C@@H](C1)C)CC)CO ((4R,9aR)-6-ethyl-7-hydroxymethyl-4-methyl-3,4,9,9a-tetrahydro-1H-2,4a,5-triaza-fluorene-2-carboxylic acid tert-butyl ester), C(C)(C)(C)OC(=O)N1C[C@H]2CC3=CC(=C(N=C3N2[C@@H](C1)C)C(F)F)C=O ((4R,9aR)-6-difluoromethyl-7-formyl-4-methyl-3,4,9,9a-tetrahydro-1H-2,4a,5-triaza-fluorene-2-carboxylic acid tert-butyl ester), [BH4-].[Na+] (sodium borohydride). The product is C(C)(C)(C)OC(=O)N1C[C@H]2CC3=CC(=C(N=C3N2[C@@H](C1)C)C(F)F)CO ((4R,9aR)-6-Difluoromethyl-7-hydroxymethyl-4-methyl-3,4,9,9a-tetrahydro-1H-2,4a,5-triaza-fluorene-2-carboxylic acid tert-butyl ester). RXN SMILES: C(OC(N1C[C@@H](C)N2[C@H](CC3C2=NC(CC)=C(CO)C=3)C1)=O)(C)(C)C.[C:26]([O:30][C:31]([N:33]1[CH2:45][C@@H:44]([CH3:46])[N:43]2[C@H:35]([CH2:36][C:37]3[C:42]2=[N:41][C:40]([CH:47]([F:49])[F:48])=[C:39]([CH:50]=[O:51])[CH:38]=3)[CH2:34]1)=[O:32])([CH3:29])([CH3:28])[CH3:27].[BH4-].[Na+]>>[C:26]([O:30][C:31]([N:33]1[CH2:45][C@@H:44]([CH3:46])[N:43]2[C@H:35]([CH2:36][C:37]3[C:42]2=[N:41][C:40]([CH:47]([F:49])[F:48])=[C:39]([CH2:50][OH:51])[CH:38]=3)[CH2:34]1)=[O:32])([CH3:27])([CH3:28])[CH3:29] |f:2.3|. Procedure details: This compound was prepared in analogy to example 15, intermediate b) from (4R,9aR)-6-difluoromethyl-7-formyl-4-methyl-3,4,9,9a-tetrahydro-1H-2,4a,5-triaza-fluorene-2-carboxylic acid tert-butyl ester and sodium borohydride.